This data is from the Open Reaction Database (ORD), a public repository of structured organic reaction records. The task is: describe an organic reaction: reactants, conditions, products, and yield Reactants: [Mg] (magnesium), C(CCCCC)Br (hexyl bromide), Cl (hydrochloric acid), FC(C(=O)O)(F)F (trifluoroacetic acid). The solvent is CCOCC (ether), CCOCC (ether), CCOCC (ether). Run at time 1.5 hour. Product: FC(C(CCCCCC)=O)(F)F (1,1,1-trifluoro-2-octanone). Yield: 54.0%. Reaction SMILES: [Mg].[CH2:2](Br)[CH2:3][CH2:4][CH2:5][CH2:6][CH3:7].[F:9][C:10]([F:15])([F:14])[C:11](O)=[O:12].Cl>CCOCC>[F:9][C:10]([F:15])([F:14])[C:11](=[O:12])[CH2:2][CH2:3][CH2:4][CH2:5][CH2:6][CH3:7]. Procedure: In a nitrogen atmosphere, 9.12 g (380 mM) of magnesium into 120 ml of ether, and 59.4 g (360 mM) of hexyl bromide dissolved in 30 ml of ether was added thereto, followed by 1.5 hours of heat refluxing. After cooling by standing and with ice, 13.68 g (120 mM) of trifluoroacetic acid dissolved in 30 ml of ether was added. After being stirred for 7 hours under cooling with ice, the system was subjected to hydrolysis with addition of hydrochloric acid, followed by extraction with ether and drying of... Reactants: OCCN1N=C(C2=C(C=CC=C12)CCC1=CC=C(C=C1)O)O[C@H]1[C@H](OC(C(C)(C)C)=O)[C@@H](OC(C(C)(C)C)=O)[C@H](OC(C(C)(C)C)=O)[C@H](O1)COC(C(C)(C)C)=O (1-(2-hydroxyethyl)-4-[2-(4-hydroxy-phenyl)ethyl]-3-(2,3,4,6-tetra-O-pivaloyl-β-D-glucopyranosyloxy)-1H-indazole), O (water), O.[OH-].[Li+] (lithium hydroxide monohydrate). Run in CO (methanol). Run at time 8 hour. Yields the product [C@@H]1([C@H](O)[C@@H](O)[C@H](O)[C@H](O1)CO)OC1=NN(C2=CC=CC(=C12)CCC1=CC=C(C=C1)O)CCO (3-(β-D-Glucopyranosyloxy)-1-(2-hydroxyethyl)-4-[2-(4-hydroxyphenyl)ethyl]-1H-indazole). Isolated yield 78.2%. Reaction SMILES: [OH:1][CH2:2][CH2:3][N:4]1[C:12]2[C:7](=[C:8]([CH2:13][CH2:14][C:15]3[CH:20]=[CH:19][C:18]([OH:21])=[CH:17][CH:16]=3)[CH:9]=[CH:10][CH:11]=2)[C:6]([O:22][C@@H:23]2[O:49][C@H:48]([CH2:50][O:51]C(=O)C(C)(C)C)[C@@H:40]([O:41]C(=O)C(C)(C)C)[C@H:32]([O:33]C(=O)C(C)(C)C)[C@H:24]2[O:25]C(=O)C(C)(C)C)=[N:5]1.O.O.[OH-].[Li+]>CO>[C@@H:23]1([O:22][C:6]2[C:7]3[C:12](=[CH:11][CH:10]=[CH:9][C:8]=3[CH2:13][CH2:14][C:15]3[CH:16]=[CH:17][C:18]([OH:21])=[CH:19][CH:20]=3)[N:4]([CH2:3][CH2:2][OH:1])[N:5]=2)[O:49][C@H:48]([CH2:50][OH:51])[C@@H:40]([OH:41])[C@H:32]([OH:33])[C@H:24]1[OH:25] |f:2.3.4|. Procedure: To a solution of 1-(2-hydroxyethyl)-4-[2-(4-hydroxy-phenyl)ethyl]-3-(2,3,4,6-tetra-O-pivaloyl-β-D-glucopyranosyloxy)-1H-indazole (0.31 g) in methanol (6 mL) were added water (0.6 mL) and lithium hydroxide monohydrate (0.16 g), and the mixture was stirred at room temperature for 8 hours. The reaction mixture was concentrated under reduced pressure, and the residue was dissolved in water. To the solution was added acetic acid (0.45 mL), and the resulting mixture was purified by solid phase extract...